From a dataset of the Open Reaction Database (ORD), a public repository of structured organic reaction records. describe an organic reaction: reactants, conditions, products, and yield Starting materials: [Al+3], B, CC(C)(C)N, ClCCl, [Cl-], [Cl-], [Cl-], CCOC(=O)N1CCC(=O)c2ccsc2C1. The product is CCOC(=O)N1CCCc2ccsc2C1. RXN SMILES: [Al+3:10].[BH3:6].[C:1]([NH2:2])([CH3:3])([CH3:4])[CH3:5].[CH2:27]([Cl:28])[Cl:29].[Cl-:7].[Cl-:8].[Cl-:9].[O:11]=[C:12]1[c:13]2[c:14]([s:24][cH:25][cH:26]2)[CH2:15][N:16]([C:19](=[O:20])[O:21][CH2:22][CH3:23])[CH2:17][CH2:18]1>>[CH2:12]1[c:13]2[c:14]([s:24][cH:25][cH:26]2)[CH2:15][N:16]([C:19](=[O:20])[O:21][CH2:22][CH3:23])[CH2:17][CH2:18]1. Starting materials: COC=1C=C(C(=CC1)NC(C)=O)C (3-methoxy-6-acetylaminotoluene), BrC1=C(C=CC=C1C)C (2-bromo-m-xylene), C([O-])([O-])=O.[K+].[K+] (potassium carbonate), [OH-].[K+] (potassium hydroxide), CCCCCO (n-amyl alcohol). The reagents and catalysts are [Cu]I (copper (I) iodide). Run at time 42 hour. Product: COC=1C=C(C(=CC1)NC1=C(C=CC=C1C)C)C (3-methoxy-6-(2',6'-dimethylanilino)toluene). Yield: 28.6%. Reaction SMILES: [CH3:1][O:2][C:3]1[CH:4]=[C:5]([CH3:13])[C:6]([NH:9]C(=O)C)=[CH:7][CH:8]=1.Br[C:15]1[C:20]([CH3:21])=[CH:19][CH:18]=[CH:17][C:16]=1[CH3:22].C(=O)([O-])[O-].[K+].[K+].[OH-].[K+].CCCCCO>[Cu]I>[CH3:1][O:2][C:3]1[CH:4]=[C:5]([CH3:13])[C:6]([NH:9][C:15]2[C:20]([CH3:21])=[CH:19][CH:18]=[CH:17][C:16]=2[CH3:22])=[CH:7][CH:8]=1 |f:2.3.4,5.6|. Reported procedure: A mixture of 14.3 g of 3-methoxy-6-acetylaminotoluene, 17.8 g of 2-bromo-m-xylene, 6.6 g of potassium carbonate, and 0.3 g of copper (I) iodide was stirred for 42 hours at 160°-210° C. After the reaction mixture was cooled, 22.9 g of potassium hydroxide and 66 ml of n-amyl alcohol were added to the mixture, which was then refluxed for 3.5 hours. Then the reaction mixture was cooled and washed with hot water. The n-amyl alcohol was removed by distillation, and the remaining reaction mixture was d... Reactants: ethyl ester, C(C1=CC=CC=C1)C1=NN=C2N1C1=C(C(=NC2)C2=C(C=CC=C2)Cl)C2=C(S1)CN(CC2)C(=O)O (1-benzyl-6-(2-chlorophenyl)-7,10-dihydro-4H-pyrido[4′,3′;4,5]thieno[3,2-f][1,2,4]triazolo[4,3-a][1,4]diazepine-9(8H)-carboxylic acid), [OH-].[K+] (potassium hydroxide). Run in C(C)O (ethanol). Conditions: time 48 hour. Product: C(C1=CC=CC=C1)C1=NN=C2N1C1=C(C(=NC2)C2=C(C=CC=C2)Cl)C2=C(S1)CNCC2 (1-benzyl-6-(2-chlorophenyl)-7,8,9,10-tetrahydro-4H-pyrido[4′,3′;4,5]thieno[3,2-f][1,2,4]triazolo[4,3-a][1,4]diazepine). Isolated yield 77.7%. Reaction SMILES: [CH2:1]([C:8]1[N:12]2[C:13]3[S:27][C:26]4[CH2:28][N:29](C(O)=O)[CH2:30][CH2:31][C:25]=4[C:14]=3[C:15]([C:18]3[CH:23]=[CH:22][CH:21]=[CH:20][C:19]=3[Cl:24])=[N:16][CH2:17][C:11]2=[N:10][N:9]=1)[C:2]1[CH:7]=[CH:6][CH:5]=[CH:4][CH:3]=1.[OH-].[K+]>C(O)C>[CH2:1]([C:8]1[N:12]2[C:13]3[S:27][C:26]4[CH2:28][NH:29][CH2:30][CH2:31][C:25]=4[C:14]=3[C:15]([C:18]3[CH:23]=[CH:22][CH:21]=[CH:20][C:19]=3[Cl:24])=[N:16][CH2:17][C:11]2=[N:10][N:9]=1)[C:2]1[CH:3]=[CH:4][CH:5]=[CH:6][CH:7]=1 |f:1.2|. Procedure: A mixture containing ethyl ester of 1-benzyl-6-(2-chlorophenyl)-7,10-dihydro-4H-pyrido[4′,3′;4,5]thieno[3,2-f][1,2,4]triazolo[4,3-a][1,4]diazepine-9(8H)-carboxylic acid (3.6 g, 0.0071 mol) and potassium hydroxide (4.4 g, 0.078 mol) is heated under reflux in ethanol for 6 hours then left under agitation at ambient temperature for 48 hours. The solid is filtered on frit, washed with a minimum quantity of ethanol. After adding water, extraction is carried out with dichloromethane followed by drying... Starting materials: ClC1=C(C=NC2=CC(=C(C=C12)OCC)OCC)C#N (4-chloro-6,7-diethoxy-quinoline-3-carbonitrile), NC1=CC2=C(N(C(CNC2=O)=O)C)C=C1 (7-amino-1-methyl-2,5-dioxo-2,3,4,5-tetrahydro-1H-benzo[e][1,4]diazepine), Cl.N1=CC=CC=C1 (pyridine hydrochloride). The solvent is C(C)OC(C)O (ethoxyethanol). Product: C(C)OC=1C=C2C(=C(C=NC2=CC1OCC)C#N)NC1=CC2=C(N(C(CNC2=O)=O)C)C=C1 (6,7-Diethoxy-4-(1-methyl-2,5-dioxo-2,3,4,5-tetrahydro-1H-benzo[e][1,4]diazepin-7-ylamino)-quinoline-3-carbonitrile). The yield is 99.8%. RXN SMILES: Cl[C:2]1[C:11]2[C:6](=[CH:7][C:8]([O:15][CH2:16][CH3:17])=[C:9]([O:12][CH2:13][CH3:14])[CH:10]=2)[N:5]=[CH:4][C:3]=1[C:18]#[N:19].[NH2:20][C:21]1[CH:34]=[CH:33][C:24]2[N:25]([CH3:32])[C:26](=[O:31])[CH2:27][NH:28][C:29](=[O:30])[C:23]=2[CH:22]=1.Cl.N1C=CC=CC=1>C(OC(O)C)C>[CH2:13]([O:12][C:9]1[CH:10]=[C:11]2[C:6](=[CH:7][C:8]=1[O:15][CH2:16][CH3:17])[N:5]=[CH:4][C:3]([C:18]#[N:19])=[C:2]2[NH:20][C:21]1[CH:34]=[CH:33][C:24]2[N:25]([CH3:32])[C:26](=[O:31])[CH2:27][NH:28][C:29](=[O:30])[C:23]=2[CH:22]=1)[CH3:14] |f:2.3|. Reported procedure: A mixture of 0.5 g (1.8 mmol) of 4-chloro-6,7-diethoxy-quinoline-3-carbonitrile, 0.35 g (1.8 mmol) of 7-amino-1-methyl-2,5-dioxo-2,3,4,5-tetrahydro-1H-benzo[e][1,4]diazepine, and 0.21 g of pyridine hydrochloride was refluxed in ethoxyethanol for 5 hr. The solvent was removed at reduced pressure. The residue was stirred with ammonium hydroxide and the insoluble material was collected to give 0.8 g of title compound as a a tan solid. crystals: mass spectrum (electrospray, m/e): M+H 446.0. The reactants are N#N (N2), C(C)(C)(C)[Si](OC(C)C=1OC(=CN1)CN1N=CC(=N1)N)(C)C (2-{2-[1-(tert-Butyl-dimethyl-silanyloxy)-ethyl]-oxazol-5-ylmethyl}-2H-[1,2,3]triazol-4-ylamine), FC=1C=C(C=CC1)C1=C(N=C(O1)C)C(=O)O (5-(3-fluoro-phenyl)-2-methyl-oxazole-4-carboxylic acid), C=1C=CC2=C(C1)N=NN2O (HOBt), C(CCl)Cl (EDC). The reagents and catalysts are CN(C)C=1C=CN=CC1 (DMAP). Run in O (water), C(Cl)Cl (CH2Cl2), C(Cl)Cl (CH2Cl2), C(Cl)Cl (CH2Cl2). Reaction conditions: time 30 minute. Yields the product C(C)(C)(C)[Si](OC(C)C=1OC(=CN1)CN1N=CC(=N1)NC(=O)C=1N=C(OC1C1=CC(=CC=C1)F)C)(C)C (5-(3-Fluoro-phenyl)-2-methyl-oxazole-4-carboxylic acid (2-{2-[1-(tert-butyl-dimethyl-silanyloxy)-ethyl]-oxazol-5-ylmethyl}-2H-[1,2,3]triazol-4-yl)-amide). RXN SMILES: N#N.[F:3][C:4]1[CH:5]=[C:6]([C:10]2[O:14][C:13]([CH3:15])=[N:12][C:11]=2[C:16]([OH:18])=O)[CH:7]=[CH:8][CH:9]=1.C1C=CC2N(O)N=NC=2C=1.C(Cl)CCl.[C:33]([Si:37]([CH3:54])([CH3:53])[O:38][CH:39]([C:41]1[O:42][C:43]([CH2:46][N:47]2[N:51]=[C:50]([NH2:52])[CH:49]=[N:48]2)=[CH:44][N:45]=1)[CH3:40])([CH3:36])([CH3:35])[CH3:34]>C(Cl)Cl.CN(C1C=CN=CC=1)C.O>[C:33]([Si:37]([CH3:54])([CH3:53])[O:38][CH:39]([C:41]1[O:42][C:43]([CH2:46][N:47]2[N:51]=[C:50]([NH:52][C:16]([C:11]3[N:12]=[C:13]([CH3:15])[O:14][C:10]=3[C:6]3[CH:7]=[CH:8][CH:9]=[C:4]([F:3])[CH:5]=3)=[O:18])[CH:49]=[N:48]2)=[CH:44][N:45]=1)[CH3:40])([CH3:36])([CH3:35])[CH3:34]. Reported procedure: In a flame dried round-bottomed flask equipped with a magnetic stir bar and under inert atmosphere (N2), a solution of 5-(3-fluoro-phenyl)-2-methyl-oxazole-4-carboxylic acid (34 mg, 0.16 mmol) in CH2Cl2 (1.0 mL) was treated at rt with HOBt (25 mg, 0.19 mmol), EDC (74 mg, 0.38 mmol), DMAP (5 mg, 0.04 mmol) and the resulting mixture was stirred at rt for 30 min. 2-{2-[1-(tert-Butyl-dimethyl-silanyloxy)-ethyl]-oxazol-5-ylmethyl}-2H-[1,2,3]triazol-4-ylamine (50 mg, 0.16 mmol) in CH2Cl2 (0.6 mL) was ... Reactants: Cc1c(F)cc(Br)cc1F, O=C([O-])[O-], CC(=O)[O-], CC(=O)[O-], C1CN2CCN1CC2, C=CC(=O)OCCCC, [K+], [K+], CN(C)C=O, [Pd+2]. The product is CCCCOC(=O)C=Cc1cc(F)c(C)c(F)c1. Reaction SMILES: [Br:1][c:2]1[cH:3][c:4]([F:10])[c:5]([CH3:9])[c:6]([F:8])[cH:7]1.[C:28](=[O:29])([O-:30])[O-:31].[C:39]([O-:40])(=[O:41])[CH3:42].[C:44]([O-:45])(=[O:46])[CH3:47].[CH2:20]1[N:21]2[CH2:22][CH2:23][N:24]([CH2:25][CH2:26]2)[CH2:27]1.[CH3:11][CH2:12][CH2:13][CH2:14][O:15][C:16](=[O:17])[CH:18]=[CH2:19].[K+:32].[K+:33].[O:34]=[CH:35][N:36]([CH3:37])[CH3:38].[Pd+2:43]>>[c:2]1([CH:19]=[CH:18][C:16]([O:15][CH2:14][CH2:13][CH2:12][CH3:11])=[O:17])[cH:3][c:4]([F:10])[c:5]([CH3:9])[c:6]([F:8])[cH:7]1. Starting materials: ICCOCCOCCP(OCC)(OCC)=O (diethyl 2-(2-(2-iodoethoxy)ethoxy)ethylphosphonate), [N-]=[N+]=[N-].[Na+] (sodium azide). Solvent: CCO (EtOH), O (water), O (water). Product: N(=[N+]=[N-])CCOCCOCCP(OCC)(OCC)=O (diethyl 2-(2-(2-azidoethoxy)ethoxy)ethylphosphonate). Reaction SMILES: I[CH2:2][CH2:3][O:4][CH2:5][CH2:6][O:7][CH2:8][CH2:9][P:10](=[O:17])([O:14][CH2:15][CH3:16])[O:11][CH2:12][CH3:13].[N-:18]=[N+:19]=[N-:20].[Na+]>CCO.O>[N:18]([CH2:2][CH2:3][O:4][CH2:5][CH2:6][O:7][CH2:8][CH2:9][P:10](=[O:17])([O:14][CH2:15][CH3:16])[O:11][CH2:12][CH3:13])=[N+:19]=[N-:20] |f:1.2|. Procedure details: To a solution of diethyl 2-(2-(2-iodoethoxy)ethoxy)ethylphosphonate (1 eq) in EtOH (0.2 M) was added sodium azide (5 eq) in water (1.4 M). The reaction mixture was heated at reflux overnight. The mixture was then diluted with water, extracted with EtOAc (3 times). The combined organic layers were washed brine, dried over anhydrous Na2SO4, and concentrated en vacuo. The crude material was purified by flash chromatography on a COMBIFLASH™ system using 0-5% MeOH/DCM to give diethyl 2-(2-(2-azidoeth...